The task is: describe an organic reaction: reactants, conditions, products, and yield. This data is from the Open Reaction Database (ORD), a public repository of structured organic reaction records. The reactants are Cl, CC(C)(C)OC(=O)N1CCOC(c2ccc(NC(=O)c3cn(-c4ccc(OC(F)F)cc4)nn3)c(F)c2)C1, C1COCCO1. The product is Cl, O=C(Nc1ccc(C2CNCCO2)cc1F)c1cn(-c2ccc(OC(F)F)cc2)nn1. RXN SMILES: [ClH:39].[F:1][CH:2]([O:3][c:4]1[cH:5][cH:6][c:7](-[n:10]2[n:11][n:12][c:13]([C:15](=[O:16])[NH:17][c:18]3[c:19]([F:37])[cH:20][c:21]([CH:24]4[O:25][CH2:26][CH2:27][N:28]([C:30]([O:31][C:32]([CH3:33])([CH3:34])[CH3:35])=[O:36])[CH2:29]4)[cH:22][cH:23]3)[cH:14]2)[cH:8][cH:9]1)[F:38].[O:40]1[CH2:41][CH2:42][O:43][CH2:44][CH2:45]1>>[ClH:39].[F:1][CH:2]([O:3][c:4]1[cH:5][cH:6][c:7](-[n:10]2[n:11][n:12][c:13]([C:15](=[O:16])[NH:17][c:18]3[c:19]([F:37])[cH:20][c:21]([CH:24]4[O:25][CH2:26][CH2:27][NH:28][CH2:29]4)[cH:22][cH:23]3)[cH:14]2)[cH:8][cH:9]1)[F:38].